Dataset: the Open Reaction Database (ORD), a public repository of structured organic reaction records. Task: describe an organic reaction: reactants, conditions, products, and yield Starting materials: C1=C(C=CC2=CC=CC=C12)CC#N (2-naphthylacetonitrile), BrCCCBr (1,3-dibromopropane), [OH-].[K+] (potassium hydroxide). The reagents and catalysts are C1COCCOCCOCCOCCOCCO1 (18-Crown-6). The solvent is CCOCC (ether), CS(=O)C (dimethylsulphoxide), CS(=O)C (dimethylsulphoxide). Run at temperature 15 celsius. Product: C1=C(C=CC2=CC=CC=C12)C1(CCC1)C#N (1-(2-naphthyl)cyclobutanecarbonitrile). The yield is 392.9%. Reaction SMILES: [CH:1]1[C:10]2[C:5](=[CH:6][CH:7]=[CH:8][CH:9]=2)[CH:4]=[CH:3][C:2]=1[CH2:11][C:12]#[N:13].Br[CH2:15][CH2:16][CH2:17]Br.[OH-].[K+]>CCOCC.CS(C)=O.C1OCCOCCOCCOCCOCCOC1>[CH:1]1[C:10]2[C:5](=[CH:6][CH:7]=[CH:8][CH:9]=2)[CH:4]=[CH:3][C:2]=1[C:11]1([C:12]#[N:13])[CH2:17][CH2:16][CH2:15]1 |f:2.3|. Procedure: A solution of 2-naphthylacetonitrile (10 g) and 1,3-dibromopropane (144 g) in a mixture of ether (350 ml) and dimethylsulphoxide (150 ml) was added dropwise at 20-25° C. under nitrogen over 2 hours to a stirred mixture of finely-powdered potassium hydroxide (150 g), 18-Crown-6 (1.3 g) and dimethylsulphoxide (570 ml). After the addition was complete, the mixture was cooled to 15° C. and quenched by the slow addition of water (330 ml). Ether (330 ml) was added, and the mixture was filtered through... The reactants are CC(=O)[O-], CC(=O)O, C[N+](=O)[O-], [NH4+], O, Cc1ccccc1C=O. The product is Cc1ccccc1C=C[N+](=O)[O-]. RXN SMILES: [CH3:11][C:12](=[O:13])[O-:14].[CH3:19][C:20](=[O:21])[OH:22].[N+:15](=[O:16])([O-:17])[CH3:18].[NH4+:10].[OH2:23].[c:1]1([CH3:9])[c:2]([CH:7]=[O:8])[cH:3][cH:4][cH:5][cH:6]1>>[c:1]1([CH3:9])[c:2]([CH:7]=[CH:18][N+:15](=[O:16])[O-:17])[cH:3][cH:4][cH:5][cH:6]1. The reactants are [O-]CC.[Na+] (sodium ethoxide), Cl (HCl), O=C1NC2=CC(=CC=C2C1)C(=O)C1=CC=C(C=C1)NC(C)=O (N-[4-(2-Oxo-2,3-dihydro-1H-indole-6-carbonyl)-phenyl]-acetamide), C(=O)OCC (ethyl formate). Run in C(C)O (ethanol), C(C)O (ethanol). Conditions: temperature 78 celsius. Product: OC=C1C(NC2=CC(=CC=C12)C(=O)C1=CC=C(C=C1)NC(C)=O)=O (N-[4-(3-Hydroxymethylene-2-oxo-2,3-dihydro-1H-indole-6-carbonyl)-phenyl]-acetamide). The yield is 67.7%. Reaction SMILES: [O:1]=[C:2]1[CH2:10][C:9]2[C:4](=[CH:5][C:6]([C:11]([C:13]3[CH:18]=[CH:17][C:16]([NH:19][C:20](=[O:22])[CH3:21])=[CH:15][CH:14]=3)=[O:12])=[CH:7][CH:8]=2)[NH:3]1.[CH:23](OCC)=[O:24].[O-]CC.[Na+].Cl>C(O)C>[OH:24][CH:23]=[C:10]1[C:9]2[C:4](=[CH:5][C:6]([C:11]([C:13]3[CH:18]=[CH:17][C:16]([NH:19][C:20](=[O:22])[CH3:21])=[CH:15][CH:14]=3)=[O:12])=[CH:7][CH:8]=2)[NH:3][C:2]1=[O:1] |f:2.3|. Procedure details: N-[4-(2-Oxo-2,3-dihydro-1H-indole-6-carbonyl)-phenyl]-acetamide (1.15 g, 3.90 mmol) and ethyl formate (0.95 mL, 11.70 mmol) were dissolved in anhydrous ethanol (8.00 mL). The resulting solution was treated in dropwise fashion with a 21 wt % solution of sodium ethoxide in ethanol (4.40 mL, 11.70 mmol). This reaction mixture was heated at 78° C. for 1 h, producing a black oil. Subsequently, the reaction mixture was cooled to room temperature, and then the reaction pH was adjusted to pH 3 with drop... The reactants are NC1=NOC2=C1C=CC(=C2)OC (3-amino-6-methoxy-1,2-benzisoxazole), [H-].[Na+] (sodium hydride), ClCCN1CCOCC1 (4-(2-chloroethyl)morpholine), CO.C(Cl)Cl (MeOH DCM). Run in CN(C=O)C (N,N-dimethylformamide), CN(C=O)C (DMF). Conditions: time 1 hour. Product: COC1=CC2=C(C(=NO2)NCCN2CCOCC2)C=C1 (6-Methoxy-N-[2-(4-morpholinyl)ethyl]-1,2benzisoxazol-3amine). Yield: 48.4%. RXN SMILES: [NH2:1][C:2]1[C:6]2[CH:7]=[CH:8][C:9]([O:11][CH3:12])=[CH:10][C:5]=2[O:4][N:3]=1.[H-].[Na+].Cl[CH2:16][CH2:17][N:18]1[CH2:23][CH2:22][O:21][CH2:20][CH2:19]1.CO.C(Cl)Cl>CN(C)C=O>[CH3:12][O:11][C:9]1[CH:8]=[CH:7][C:6]2[C:2]([NH:1][CH2:16][CH2:17][N:18]3[CH2:23][CH2:22][O:21][CH2:20][CH2:19]3)=[N:3][O:4][C:5]=2[CH:10]=1 |f:1.2,4.5|. Procedure: To a solution of 3-amino-6-methoxy-1,2-benzisoxazole (5.5 g) in N,N-dimethylformamide (DMF) (100 ml) was added sodium hydride (1.2 g) under nitrogen. The reaction was stirred one hour at ambient temperature. A solution of 4-(2-chloroethyl)morpholine (5.4 g) in DMF (50 ml) was added to the reaction and heated to 125° C. for one hour. TLC (5% MeOH/DCM) revealed the absence of starting material. The reaction was quenched with water (1 l) and extracted with EtOAc (2 l). The organic layer was washed ... The reactants are O=C([O-])[O-], CCCCCCCCCCBr, CCC(C)=O, Cl, [K+], [K+], Oc1ccc(-c2ccc(Br)cc2F)cc1. Yields the product CCCCCCCCCCOc1ccc(-c2ccc(Br)cc2F)cc1. As a reaction SMILES: [C:27](=[O:28])([O-:29])[O-:30].[CH2:16]([CH2:17][CH2:18][CH2:19][CH2:20][CH2:21][CH2:22][CH2:23][CH2:24][CH3:25])[Br:26].[CH3:34][C:35](=[O:36])[CH2:37][CH3:38].[ClH:33].[K+:31].[K+:32].[OH:1][c:2]1[cH:3][cH:4][c:5](-[c:8]2[c:9]([F:15])[cH:10][c:11]([Br:14])[cH:12][cH:13]2)[cH:6][cH:7]1>>[O:1]([c:2]1[cH:3][cH:4][c:5](-[c:8]2[c:9]([F:15])[cH:10][c:11]([Br:14])[cH:12][cH:13]2)[cH:6][cH:7]1)[CH2:16][CH2:17][CH2:18][CH2:19][CH2:20][CH2:21][CH2:22][CH2:23][CH2:24][CH3:25]. Conditions: time 4 hour. Reagents/catalysts: CC(=O)[O-].CC(=O)[O-].[Pd+2] (Pd(OAc)2), C1=CC=C(C=C1)P([C-]2C=CC=C2)C3=CC=CC=C3.C1=CC=C(C=C1)P([C-]2C=CC=C2)C3=CC=CC=C3.[Fe+2] (DPPF). Reaction SMILES: [CH2:1]([NH:4][C:5](=[O:11])[O:6][C:7]([CH3:10])([CH3:9])[CH3:8])[CH:2]=[CH2:3].C12BC(CCC1)CCC2.Br[C:22]1[CH:27]=[C:26]([C:28]([F:31])([F:30])[F:29])[CH:25]=[C:24]([C:32]([F:35])([F:34])[F:33])[N:23]=1.C([O-])([O-])=O.[K+].[K+]>C1COCC1.CN(C=O)C.CC([O-])=O.CC([O-])=O.[Pd+2].C1C=CC(P(C2C=CC=CC=2)[C-]2C=CC=C2)=CC=1.C1C=CC(P(C2C=CC=CC=2)[C-]2C=CC=C2)=CC=1.[Fe+2].O>[F:31][C:28]([F:29])([F:30])[C:26]1[CH:25]=[C:24]([C:32]([F:33])([F:34])[F:35])[N:23]=[C:22]([CH2:3][CH2:2][CH2:1][NH:4][C:5](=[O:11])[O:6][C:7]([CH3:10])([CH3:9])[CH3:8])[CH:27]=1 |f:3.4.5,8.9.10,11.12.13|. Procedure: To a stirred solution of tert-butyl allylcarbamate (1.95 g, 12.4 mmol) in THF (12 mL), 0.5 mol/L 9-borabicyclo[3.3.1]nonane (29.8 mL, 14.9 mmol) was added under argon atmosphere at room temperature. After stirred at room temperature for 4 h, a solution of 2-bromo-4,6-bistrifluoromethylpyridine (3.65 g, 12.4 mmol) in DMF (12 mL), Pd(OAc)2 (278 mg, 1.24 mmol), DPPF (859 mg, 1.55 mmol) and K2CO3 (2.92 g, 21.1 mmol) were added to the reaction mixture and stirred at room temperature for 7 h. To the r... The reactants are BrC1=NC(=CC(=C1)C(F)(F)F)C(F)(F)F (2-bromo-4,6-bistrifluoromethylpyridine), C(=O)([O-])[O-].[K+].[K+] (K2CO3), C(C=C)NC(OC(C)(C)C)=O (tert-butyl allylcarbamate), C12CCCC(CCC1)B2 (9-borabicyclo[3.3.1]nonane). Yields the product FC(C1=CC(=NC(=C1)C(F)(F)F)CCCNC(OC(C)(C)C)=O)(F)F (tert-butyl 3-(4,6-bistrifluoromethylpyridin-2-yl)propylcarbamate). The yield is 73.9%. The solvent is CN(C)C=O (DMF), C1CCOC1 (THF), O (water). Reactants: O=C1CCC(=O)N1Br, C=C(OCC)c1ccc(CC(CCO)NC(=O)OC(C)(C)C)cc1, C1CCOC1, O. The product is CC(C)(C)OC(=O)NC(CCO)Cc1ccc(C(=O)CBr)cc1. RXN SMILES: [Br:25][N:26]1[C:27](=[O:28])[CH2:29][CH2:30][C:31]1=[O:32].[CH2:1]([CH3:2])[O:3][C:4](=[CH2:5])[c:6]1[cH:7][cH:8][c:9]([CH2:12][CH:13]([CH2:14][CH2:15][OH:16])[NH:17][C:18]([O:19][C:20]([CH3:21])([CH3:22])[CH3:23])=[O:24])[cH:10][cH:11]1.[O:33]1[CH2:34][CH2:35][CH2:36][CH2:37]1.[OH2:38]>>[CH2:3]([C:4](=[O:5])[c:6]1[cH:7][cH:8][c:9]([CH2:12][CH:13]([CH2:14][CH2:15][OH:16])[NH:17][C:18]([O:19][C:20]([CH3:21])([CH3:22])[CH3:23])=[O:24])[cH:10][cH:11]1)[Br:25].